This data is from the Open Reaction Database (ORD), a public repository of structured organic reaction records. The task is: describe an organic reaction: reactants, conditions, products, and yield Reactants: [Cl-].[NH4+] (ammonium chloride), solution, C(CCC)[Li] (n-butyl lithium), CCCCCC (hexane), C(CCC)(=O)Cl (butyryl chloride), C(C1=CC=CC=C1)[C@@H]1NC(OC1)=O ((S)-4-benzyl-2-oxazolidinone). Run in O1CCCC1 (tetrahydrofuran), O1CCCC1 (tetrahydrofuran). Reaction conditions: temperature -78 celsius. Product: C(C1=CC=CC=C1)[C@@H]1N(C(OC1)=O)C(CCC)=O ((S)-4-benzyl-3-butyryl-2-oxazolidinone). Isolated yield 98.1%. Reaction SMILES: [CH2:1]([C@H:8]1[CH2:12][O:11][C:10](=[O:13])[NH:9]1)[C:2]1[CH:7]=[CH:6][CH:5]=[CH:4][CH:3]=1.C([Li])CCC.CCCCCC.[C:25](Cl)(=[O:29])[CH2:26][CH2:27][CH3:28].[Cl-].[NH4+]>O1CCCC1>[CH2:1]([C@H:8]1[CH2:12][O:11][C:10](=[O:13])[N:9]1[C:25](=[O:29])[CH2:26][CH2:27][CH3:28])[C:2]1[CH:3]=[CH:4][CH:5]=[CH:6][CH:7]=1 |f:4.5|. Procedure details: (S)-4-benzyl-2-oxazolidinone (2.26 g, 15.0 mmol) and 30 ml of dehydrated tetrahydrofuran were mixed, which was cooled to −78° C. under an atmosphere of argon. Under stirring, 1.6 mol/l solution of n-butyl lithium in hexane (10.3 ml, 16.5 mmol) was added dropwise for over 10 minutes and the mixture was stirred for 30 minutes as it was. Next, butyryl chloride (1.56 ml, 15.0 mmol) dissolved into 30 ml of dehydrated tetrahydrofuran was added dropwise for over 10 minutes and the mixture was stirred f... Reactants: C(C)OC(=O)C1(CCN(CC1)C(=O)OC(C)(C)C)CCC=C (4-But-3-enyl-piperidine-1,4-dicarboxylic acid 1-tert-butyl ester 4-ethyl ester), CC(C)O (i-PrOH), NaIO4. Reagents/catalysts: O=[Os](=O)(=O)=O (OsO4). Run in O (water). Run at time 6 hour. Product: C(C)OC(=O)C1(CCN(CC1)C(=O)OC(C)(C)C)CCC=O (4-(3-Oxo-propyl)-piperidine-1,4-dicarboxylic acid 1-tert-butyl ester 4-ethyl ester). Reaction SMILES: [CH2:1]([O:3][C:4]([C:6]1([CH2:19][CH2:20][CH:21]=C)[CH2:11][CH2:10][N:9]([C:12]([O:14][C:15]([CH3:18])([CH3:17])[CH3:16])=[O:13])[CH2:8][CH2:7]1)=[O:5])[CH3:2].CC([OH:26])C>O.O=[Os](=O)(=O)=O>[CH2:1]([O:3][C:4]([C:6]1([CH2:19][CH2:20][CH:21]=[O:26])[CH2:11][CH2:10][N:9]([C:12]([O:14][C:15]([CH3:18])([CH3:16])[CH3:17])=[O:13])[CH2:8][CH2:7]1)=[O:5])[CH3:2]. Procedure: 4-But-3-enyl-piperidine-1,4-dicarboxylic acid 1-tert-butyl ester 4-ethyl ester (13.5 g, 43.48 mmol, 1 eq) was dissolved in i-PrOH (217 mL) and a solution of NaIO4 (20.23 g, 94.6 mmol, 2.18 eq) in 217 mL of water was added followed by OsO4 (37 mg, 0.144 mmol, 0.003 eq). The reaction mixture was vigorously stirred for 6 h. The reaction mixture was then quenched with 1500 mL of water, transferred to a separatory funnel and extracted with ethyl acetate (3×200 mL). The combined organics were dried ov... The product is C(C1=CC=CC=C1)OC=1C=C(C=CC1OC)C(C(C(=O)OC)(C)C)=O (Methyl 3-[3-(benzyloxy)-4-methoxyphenyl]-2,2-dimethyl-3-oxopropanoate). As a reaction SMILES: [CH3:1][CH:2]([CH3:7])[C:3]([O:5][CH3:6])=[O:4].[CH2:8]([O:15][C:16]1[CH:17]=[C:18]([CH:22]=[CH:23][C:24]=1[O:25][CH3:26])[C:19](Cl)=[O:20])[C:9]1[CH:14]=[CH:13][CH:12]=[CH:11][CH:10]=1>>[CH2:8]([O:15][C:16]1[CH:17]=[C:18]([C:19](=[O:20])[C:2]([CH3:7])([CH3:1])[C:3]([O:5][CH3:6])=[O:4])[CH:22]=[CH:23][C:24]=1[O:25][CH3:26])[C:9]1[CH:14]=[CH:13][CH:12]=[CH:11][CH:10]=1. Procedure: Prepared analogously as described for example D1 using methyl 2-methylproponate and 3-benzyloxy-4-methoxybenzoyl chloride as starting compounds. Starting materials: CC(C(=O)OC)C (methyl 2-methylproponate), C(C1=CC=CC=C1)OC=1C=C(C(=O)Cl)C=CC1OC (3-benzyloxy-4-methoxybenzoyl chloride). Starting materials: O=C([O-])O, CNC(=S)C1(c2cccnc2)CCCCC1=O, [Cl-], [Cl-], [Cl-], [Cl-], CC(Cl)Cl, Nc1ccccc1, [Na+], O, [Ti+4]. Yields the product CNC(=S)C1(c2cccnc2)CCCCC1=Nc1ccccc1. RXN SMILES: [C:25](=[O:26])([OH:27])[O-:28].[CH3:1][NH:2][C:3](=[S:4])[C:5]1([c:12]2[cH:13][n:14][cH:15][cH:16][cH:17]2)[C:6](=[O:11])[CH2:7][CH2:8][CH2:9][CH2:10]1.[Cl-:35].[Cl-:36].[Cl-:37].[Cl-:38].[Cl:30][CH:31]([Cl:32])[CH3:33].[NH2:18][c:19]1[cH:20][cH:21][cH:22][cH:23][cH:24]1.[Na+:29].[OH2:34].[Ti+4:39]>>[CH3:1][NH:2][C:3](=[S:4])[C:5]1([c:12]2[cH:13][n:14][cH:15][cH:16][cH:17]2)[C:6](=[N:18][c:19]2[cH:20][cH:21][cH:22][cH:23][cH:24]2)[CH2:7][CH2:8][CH2:9][CH2:10]1.